This data is from the Open Reaction Database (ORD), a public repository of structured organic reaction records. The task is: describe an organic reaction: reactants, conditions, products, and yield The reactants are COc2ccc1ccccc1c2 (substrate), Cc2cc(C)c(n1ccnc1)c(C)c2 (effective_coupling_partner). The reagents and catalysts are CDC. Reaction conditions: temperature 90 celsius, time 16 hour. Yields the product Cc4cc(C)c(n1ccnc1c3ccc2ccccc2c3)c(C)c4. The reactants are C(C)(C)(C)OC(=O)N1CCC(CC1)C1=CC=2C(=CN=C(C2)Cl)O1 (4-(5-chloro-furo[2,3-c]pyridin-2-yl)-piperidine-1-carboxylic acid tert-butyl ester), C(#N)C1=C(C=C(C=C1)B(O)O)F (4-cyano-3-fluoro-phenylboronic acid). Yields the product C(C)(C)(C)OC(=O)N1CCC(CC1)C1=CC=2C(=CN=C(C2)C2=CC(=C(C=C2)C#N)F)O1 (4-[5-(4-Cyano-3-fluoro-phenyl)-furo[2,3-c]pyridin-2-yl]-piperidine-1-carboxylic acid tert-butyl ester). As a reaction SMILES: [C:1]([O:5][C:6]([N:8]1[CH2:13][CH2:12][CH:11]([C:14]2[O:23][C:17]3=[CH:18][N:19]=[C:20](Cl)[CH:21]=[C:16]3[CH:15]=2)[CH2:10][CH2:9]1)=[O:7])([CH3:4])([CH3:3])[CH3:2].[C:24]([C:26]1[CH:31]=[CH:30][C:29](B(O)O)=[CH:28][C:27]=1[F:35])#[N:25]>>[C:1]([O:5][C:6]([N:8]1[CH2:13][CH2:12][CH:11]([C:14]2[O:23][C:17]3=[CH:18][N:19]=[C:20]([C:29]4[CH:30]=[CH:31][C:26]([C:24]#[N:25])=[C:27]([F:35])[CH:28]=4)[CH:21]=[C:16]3[CH:15]=2)[CH2:10][CH2:9]1)=[O:7])([CH3:4])([CH3:3])[CH3:2]. Reported procedure: The title compound is prepared from 4-(5-chloro-furo[2,3-c]pyridin-2-yl)-piperidine-1-carboxylic acid tert-butyl ester and 4-cyano-3-fluoro-phenylboronic acid following a procedure analogous to that described for Example 1; the reaction is conducted at 150° C. LC (method 4): tR=1.84 min; Mass spectrum (ESI+): m/z=422 [M+H]+.